From a dataset of the Open Reaction Database (ORD), a public repository of structured organic reaction records. describe an organic reaction: reactants, conditions, products, and yield Reactants: ClC1=CC=C2C(C(NC2=C1)=O)CC1=CC(=CC=C1)Cl (rac-6-chloro-3-(3-chloro-benzyl)-1,3-dihydro-indol-2-one), C1(C=CCCC1)=O (2-cyclohexen-1-one), N12CCCCCC2=NCCC1 (1,8-diazabicyclo[5.4.0]undec-7-ene). As a reaction SMILES: [Cl:1][C:2]1[CH:10]=[C:9]2[C:5]([CH:6]([CH2:12][C:13]3[CH:18]=[CH:17][CH:16]=[C:15]([Cl:19])[CH:14]=3)[C:7](=[O:11])[NH:8]2)=[CH:4][CH:3]=1.[C:20]1(=[O:26])[CH2:25][CH2:24][CH2:23][CH:22]=[CH:21]1.N12CCCN=C1CCCCC2>CO>[Cl:1][C:2]1[CH:10]=[C:9]2[C:5]([C:6]([CH2:12][C:13]3[CH:18]=[CH:17][CH:16]=[C:15]([Cl:19])[CH:14]=3)([CH:22]3[CH2:23][CH2:24][CH2:25][C:20](=[O:26])[CH2:21]3)[C:7](=[O:11])[NH:8]2)=[CH:4][CH:3]=1. The solvent is CO (methanol). Reaction conditions: temperature 60 celsius. Reported procedure: A mixture of rac-6-chloro-3-(3-chloro-benzyl)-1,3-dihydro-indol-2-one (0.125 g, 0.49 mmol) (from Example 30b supra), 2-cyclohexen-1-one (0.047 g, 0.49 mmol) (Aldrich), 1,8-diazabicyclo[5.4.0]undec-7-ene (0.37 g, 2.4 mmol) (Fluka AG) in methanol (20 mL) was heated at 60° C. for 2 hours. After cooling, the mixture was concentrated, diluted with water, extracted with ethyl acetate (2×100 mL). The organic layers were separated, washed with water and brine. Aqueous layers were back washed with ethyl ... Yields the product ClC1=CC=C2C(C(NC2=C1)=O)(C1CC(CCC1)=O)CC1=CC(=CC=C1)Cl (rac-6-chloro-3-(3-chloro-benzyl)-3-(3-oxo-cyclohexyl)-1,3-dihydro-indol-2-one). Reactants: O=[N+]([O-])c1ccc(CCl)cc1, O=C(Nc1ccncc1)C(=O)c1c[nH]c2ccccc12. Yields the product O=C(Nc1ccncc1)C(=O)c1cn(Cc2ccc([N+](=O)[O-])cc2)c2ccccc12. As a reaction SMILES: [N+:21](=[O:22])([O-:23])[c:24]1[cH:25][cH:26][c:27]([CH2:28][Cl:29])[cH:30][cH:31]1.[n:1]1[cH:2][cH:3][c:4]([NH:7][C:8]([C:9](=[O:10])[c:11]2[cH:12][nH:13][c:14]3[cH:15][cH:16][cH:17][cH:18][c:19]23)=[O:20])[cH:5][cH:6]1>>[n:1]1[cH:2][cH:3][c:4]([NH:7][C:8]([C:9](=[O:10])[c:11]2[cH:12][n:13]([CH2:28][c:27]3[cH:26][cH:25][c:24]([N+:21](=[O:22])[O-:23])[cH:31][cH:30]3)[c:14]3[cH:15][cH:16][cH:17][cH:18][c:19]23)=[O:20])[cH:5][cH:6]1. As a reaction SMILES: [ClH:17].[F:1][c:2]1[c:3]([CH2:8][C:9](=[O:10])[c:11]2[cH:12][cH:13][n:14][cH:15][cH:16]2)[cH:4][cH:5][cH:6][cH:7]1.[O:18]([CH3:19])[NH2:20].[OH:21][C:22]([C:23]([F:24])([F:25])[F:26])=[O:27]>>[F:1][c:2]1[c:3]([CH2:8][CH:9]([c:11]2[cH:12][cH:13][n:14][cH:15][cH:16]2)[NH2:20])[cH:4][cH:5][cH:6][cH:7]1. The reactants are Cl, O=C(Cc1ccccc1F)c1ccncc1, CON, O=C(O)C(F)(F)F. Product: NC(Cc1ccccc1F)c1ccncc1. Starting materials: [OH-].[Na+] (sodium hydroxide), NC1=CC2=C(OC3=C(S(C2)(=O)=O)C=C(C=C3C)C(=O)O)C(=C1)Cl (2-Amino-4-chloro-6-methyl-10,10-dioxo-10,11-dihydro-5-oxa-10lambda*6*-thia-dibenzo[a,d]cycloheptene-8-carboxylic acid). Solvent: O (water), CO (methanol). Conditions: temperature 25 celsius, time 15 minute. The product is [Na+].NC1=CC2=C(OC3=C(S(C2)(=O)=O)C=C(C=C3C)C(=O)[O-])C(=C1)Cl (2-Amino-4-chloro-6-methyl-10,10-dioxo-10,11-dihydro-5-oxa-10lambda*6*-thia-dibenzo[a,d]cycloheptene-8-carboxylic acid sodium salt). RXN SMILES: [OH-].[Na+:2].[NH2:3][C:4]1[CH:24]=[C:23]([Cl:25])[C:7]2[O:8][C:9]3[C:18]([CH3:19])=[CH:17][C:16]([C:20]([OH:22])=[O:21])=[CH:15][C:10]=3[S:11](=[O:14])(=[O:13])[CH2:12][C:6]=2[CH:5]=1>O.CO>[Na+:2].[NH2:3][C:4]1[CH:24]=[C:23]([Cl:25])[C:7]2[O:8][C:9]3[C:18]([CH3:19])=[CH:17][C:16]([C:20]([O-:22])=[O:21])=[CH:15][C:10]=3[S:11](=[O:13])(=[O:14])[CH2:12][C:6]=2[CH:5]=1 |f:0.1,5.6|. Reported procedure: A solution of sodium hydroxide (0.018 g, 0.47 mmol) in water (0.2 mL) was added to a solution of Example 2 (0.167 g, 0.47 mmol) in methanol (5 mL) and stirred at 25° C. for 15 min. The solvent was removed under vacuum, and dried to obtain the title compound. Yield: 0.16 g, (91%); 1H NMR (DMSO-d6, 300 MHz): δ 2.55 (s, 3H, CH3), 4.92 (s, 2H, CH2), 5.57 (s, 2H, NH2), 6.60 (m, 2H, Ar), 7.90 (s, 1H, Ar), 8.10 (s, 1H, Ar); MS: m/e (ES−) 352 (M-Na); analysis: C15H11ClNNaO5S.2H2O requires C, 43.75; H, 3... Reactants: C(C)#N (Acetonitrile), ClC1=NC2=CC(=CC=C2C(=N1)N1CCN(CC1)C([C@@H](CC(C)C)O)=O)C ((R)-1-(4-(2-Chloro-7-methylquinazolin-4-yl)piperazin-1-yl)-2-hydroxy-4-methylpentan-1-one), FC=1C=CC(=C(C1)B(O)O)OC (5-fluoro-2-methoxyphenylboronic acid), C(=O)([O-])[O-].[K+].[K+] (K2CO3). Reagents/catalysts: C=1C=CC(=CC1)[P](C=2C=CC=CC2)(C=3C=CC=CC3)[Pd]([P](C=4C=CC=CC4)(C=5C=CC=CC5)C=6C=CC=CC6)([P](C=7C=CC=CC7)(C=8C=CC=CC8)C=9C=CC=CC9)[P](C=1C=CC=CC1)(C=1C=CC=CC1)C=1C=CC=CC1 (Pd(Ph3P)4). Run in O (H2O). Reaction conditions: temperature 160 celsius. Yields the product FC=1C=CC(=C(C1)C1=NC2=CC(=CC=C2C(=N1)N1CCN(CC1)C([C@@H](CC(C)C)O)=O)C)OC ((R)-1-(4-(2-(5-fluoro-2-methoxyphenyl)-7-methylquinazolin-4-yl)piperazin-1-yl)-2-hydroxy-4-methylpentan-1-one). The yield is 70.0%. Reaction SMILES: Cl[C:2]1[N:11]=[C:10]([N:12]2[CH2:17][CH2:16][N:15]([C:18](=[O:25])[C@H:19]([OH:24])[CH2:20][CH:21]([CH3:23])[CH3:22])[CH2:14][CH2:13]2)[C:9]2[C:4](=[CH:5][C:6]([CH3:26])=[CH:7][CH:8]=2)[N:3]=1.[F:27][C:28]1[CH:29]=[CH:30][C:31]([O:37][CH3:38])=[C:32](B(O)O)[CH:33]=1.C([O-])([O-])=O.[K+].[K+].C(#N)C>C1C=CC([P]([Pd]([P](C2C=CC=CC=2)(C2C=CC=CC=2)C2C=CC=CC=2)([P](C2C=CC=CC=2)(C2C=CC=CC=2)C2C=CC=CC=2)[P](C2C=CC=CC=2)(C2C=CC=CC=2)C2C=CC=CC=2)(C2C=CC=CC=2)C2C=CC=CC=2)=CC=1.O>[F:27][C:28]1[CH:33]=[CH:32][C:31]([O:37][CH3:38])=[C:30]([C:2]2[N:11]=[C:10]([N:12]3[CH2:17][CH2:16][N:15]([C:18](=[O:25])[C@H:19]([OH:24])[CH2:20][CH:21]([CH3:23])[CH3:22])[CH2:14][CH2:13]3)[C:9]3[C:4](=[CH:5][C:6]([CH3:26])=[CH:7][CH:8]=3)[N:3]=2)[CH:29]=1 |f:2.3.4,^1:51,53,72,91|. Procedure details: (R)-1-(4-(2-Chloro-7-methylquinazolin-4-yl)piperazin-1-yl)-2-hydroxy-4-methylpentan-1-one (50 mg, 0.13 mmol), 5-fluoro-2-methoxyphenylboronic acid (27 mg, 0.16 mmol), Pd(Ph3P)4 (9.2 mg, 0.008 mmol), and K2CO3 (37 mg, 0.27 mmol) were placed into a microwave tube charged with a stir bar. Acetonitrile (2 mL) and H2O (400 μL) were added, and the vessel was capped and heated at 160° C. for 12 minutes in the microwave reactor. The reaction was partitioned between EtOAc and H2O, the layers were separat... Starting materials: COCBr, [H-], [Na+], C1CCOC1, O, COC(=O)NCc1cccc(-c2ccccc2)c1. Product: COCN(Cc1cccc(-c2ccccc2)c1)C(=O)OC. RXN SMILES: [CH3:21][O:22][CH2:23][Br:24].[H-:19].[Na+:20].[O:26]1[CH2:27][CH2:28][CH2:29][CH2:30]1.[OH2:25].[c:1]1(-[c:7]2[cH:8][c:9]([CH2:10][NH:11][C:12]([O:13][CH3:14])=[O:15])[cH:16][cH:17][cH:18]2)[cH:2][cH:3][cH:4][cH:5][cH:6]1>>[c:1]1(-[c:7]2[cH:8][c:9]([CH2:10][N:11]([C:12]([O:13][CH3:14])=[O:15])[CH2:23][O:22][CH3:21])[cH:16][cH:17][cH:18]2)[cH:2][cH:3][cH:4][cH:5][cH:6]1. Starting materials: BrCC1=CC=C2C(=CC(=NC2=C1)C#N)Cl (7-(Bromomethyl)-4-chloroquinoline-2-carbonitrile), C1(CC1)C1=NC=C(C=N1)B1OC(C(O1)(C)C)(C)C (2-cyclopropyl-5-(4,4,5,5-tetramethyl-1,3,2-dioxaborolan-2-yl)pyrimidine), [O-]P(=O)([O-])[O-].[K+].[K+].[K+] (K3PO4), CN1N=CC(=C1)B1OC(C(O1)(C)C)(C)C (1-methyl-4-(4,4,5,5-tetramethyl-1,3,2-dioxaborolan-2-yl)-1H-pyrazole). Reagents/catalysts: C1=CC=C(C=C1)P([C-]2C=CC=C2)C3=CC=CC=C3.C1=CC=C(C=C1)P([C-]2C=CC=C2)C3=CC=CC=C3.Cl[Pd]Cl.[Fe+2].C(Cl)Cl (Pd(dppf)Cl2 CH2Cl2). Run in O1CCOCC1 (1,4-dioxane), O (H2O). Reaction conditions: temperature 100 celsius. Yields the product C1(CC1)C1=NC=C(C=N1)CC1=CC=C2C(=CC(=NC2=C1)C#N)C=1C=NN(C1)C (7-((2-Cyclopropylpyrimidin-5-yl)methyl)-4-(1-methyl-1H-pyrazol-4-yl)quinoline-2-carbonitrile). Yield: 76.7%. Reaction SMILES: Br[CH2:2][C:3]1[CH:12]=[C:11]2[C:6]([C:7](Cl)=[CH:8][C:9]([C:13]#[N:14])=[N:10]2)=[CH:5][CH:4]=1.[CH:16]1([C:19]2[N:24]=[CH:23][C:22](B3OC(C)(C)C(C)(C)O3)=[CH:21][N:20]=2)[CH2:18][CH2:17]1.[O-]P([O-])([O-])=O.[K+].[K+].[K+].[CH3:42][N:43]1[CH:47]=[C:46](B2OC(C)(C)C(C)(C)O2)[CH:45]=[N:44]1>O1CCOCC1.O.C1C=CC(P(C2C=CC=CC=2)[C-]2C=CC=C2)=CC=1.C1C=CC(P(C2C=CC=CC=2)[C-]2C=CC=C2)=CC=1.Cl[Pd]Cl.[Fe+2].C(Cl)Cl>[CH:16]1([C:19]2[N:20]=[CH:21][C:22]([CH2:2][C:3]3[CH:12]=[C:11]4[C:6]([C:7]([C:46]5[CH:45]=[N:44][N:43]([CH3:42])[CH:47]=5)=[CH:8][C:9]([C:13]#[N:14])=[N:10]4)=[CH:5][CH:4]=3)=[CH:23][N:24]=2)[CH2:17][CH2:18]1 |f:2.3.4.5,9.10.11.12.13|. Reported procedure: After degassing with N2, a mixture of 7-(bromomethyl)-4-chloroquinoline-2-carbonitrile (2-4, 650 mg, 2.31 mmol), 2-cyclopropyl-5-(4,4,5,5-tetramethyl-1,3,2-dioxaborolan-2-yl)pyrimidine (580 mg, 2.36 mmol), Pd(dppf)Cl2—CH2Cl2 adduct (94 mg, 0.11 mmol), and K3PO4 (1960 mg, 9.24 mmol) in 1,4-dioxane (13.7 mL) and H2O (1.7 mL) was heated at 100° C. for 30 min under microwave condition. The mixture was cooled to room temperature, and 1-methyl-4-(4,4,5,5-tetramethyl-1,3,2-dioxaborolan-2-yl)-1H-pyrazol...